The task is: describe an organic reaction: reactants, conditions, products, and yield. This data is from the Open Reaction Database (ORD), a public repository of structured organic reaction records. Reactants: ClCCl, [Na+], [Na+], O=C([O-])[O-], CN(C)C=O, O=P(Cl)(Cl)Cl, c1ccc(-c2ncc3sccn23)cc1. Yields the product O=Cc1nc(-c2ccccc2)n2ccsc12. RXN SMILES: [CH2:31]([Cl:32])[Cl:33].[Na+:25].[Na+:26].[O-:27][C:28](=[O:29])[O-:30].[O:6]=[CH:7][N:8]([CH3:9])[CH3:10].[P:1]([Cl:2])([Cl:3])([Cl:4])=[O:5].[c:11]1(-[c:17]2[n:18][cH:19][c:20]3[s:21][cH:22][cH:23][n:24]23)[cH:12][cH:13][cH:14][cH:15][cH:16]1>>[O:6]=[CH:7][c:19]1[n:18][c:17](-[c:11]2[cH:12][cH:13][cH:14][cH:15][cH:16]2)[n:24]2[c:20]1[s:21][cH:22][cH:23]2. The reactants are Cl.CN(C1(CCC2(OCCO2)CC1)C=1SC=CC1)C (Dimethyl-(8-thiophen-2-yl-1,4-dioxa-spiro[4.5]dec-8-yl)-amine hydrochloride). Run in Cl (hydrochloric acid). Conditions: time 48 hour. Yields the product CN(C1(CCC(CC1)=O)C=1SC=CC1)C (4-Dimethylamino-4-thiophen-2-yl-cyclohexanone). As a reaction SMILES: Cl.[CH3:2][N:3]([CH3:19])[C:4]1([C:14]2[S:15][CH:16]=[CH:17][CH:18]=2)[CH2:13][CH2:12][C:7]2(OCC[O:8]2)[CH2:6][CH2:5]1>Cl>[CH3:2][N:3]([CH3:19])[C:4]1([C:14]2[S:15][CH:16]=[CH:17][CH:18]=2)[CH2:13][CH2:12][C:7](=[O:8])[CH2:6][CH2:5]1 |f:0.1|. Reported procedure: Dimethyl-(8-thiophen-2-yl-1,4-dioxa-spiro[4.5]dec-8-yl)-amine hydrochloride (8.68 g) was dissolved in 7.5M hydrochloric acid (29 ml), stirred for 48 hours at room temperature and then extracted with diethyl ether (2×50 ml). The aqueous phase was rendered alkaline with 5M sodium hydroxide solution, while cooling with ice, extracted with dichloromethane (3×50 ml), dried and concentrated. 4-Dimethylamino-4-thiophen-2-yl-cyclohexanone was obtained as a yellow solid (5.66 g; m.p. 108-110° C.). Procedure details: The reaction of 5-methyl-2-(1H)-pyridone and 1-chloro-4-iodobenzene (Aldrich Chemical Company) in the procedure of Example 1 yields 1-(4'-chlorophenyl)-5-methyl-2-(1H)-pyridone as a white crystalline solid in 75% yield. As a reaction SMILES: [CH3:1][C:2]1[CH:3]=[CH:4][C:5](=[O:8])[NH:6][CH:7]=1.[Cl:9][C:10]1[CH:15]=[CH:14][C:13](I)=[CH:12][CH:11]=1>>[Cl:9][C:10]1[CH:15]=[CH:14][C:13]([N:6]2[CH:7]=[C:2]([CH3:1])[CH:3]=[CH:4][C:5]2=[O:8])=[CH:12][CH:11]=1. Isolated yield 75.0%. The reactants are CC=1C=CC(NC1)=O (5-methyl-2-(1H)-pyridone), ClC1=CC=C(C=C1)I (1-chloro-4-iodobenzene). The product is ClC1=CC=C(C=C1)N1C(C=CC(=C1)C)=O (1-(4'-chlorophenyl)-5-methyl-2-(1H)-pyridone). Reactants: CC1=C(C#N)C(c2ccc(C#N)cc2S(=O)(=O)Cl)N(C)C(=O)N1c1cccc(C(F)(F)F)c1, C1CCOC1, C[Si-](C)(C)(F)F, CN(C)[S+](N(C)C)N(C)C, C[Si](C)(C)C(F)(F)F. The product is CC1=C(C#N)C(c2ccc(C#N)cc2S(=O)(=O)C(F)(F)F)N(C)C(=O)N1c1cccc(C(F)(F)F)c1. RXN SMILES: [C:25](#[N:26])[c:27]1[cH:28][cH:29][c:30]([CH:37]2[N:38]([CH3:57])[C:39](=[O:56])[N:40]([c:46]3[cH:47][c:48]([C:52]([F:53])([F:54])[F:55])[cH:49][cH:50][cH:51]3)[C:41]([CH3:45])=[C:42]2[C:43]#[N:44])[c:31]([S:33](=[O:34])(=[O:35])[Cl:36])[cH:32]1.[CH2:58]1[O:59][CH2:60][CH2:61][CH2:62]1.[CH3:11][Si-:12]([CH3:13])([F:14])([F:15])[CH3:16].[CH3:1][N:2]([CH3:3])[S+:4]([N:5]([CH3:6])[CH3:7])[N:8]([CH3:9])[CH3:10].[F:17][C:18]([F:19])([F:20])[Si:21]([CH3:22])([CH3:23])[CH3:24]>>[F:17][C:18]([F:19])([F:20])[S:33]([c:31]1[c:30]([CH:37]2[N:38]([CH3:57])[C:39](=[O:56])[N:40]([c:46]3[cH:47][c:48]([C:52]([F:53])([F:54])[F:55])[cH:49][cH:50][cH:51]3)[C:41]([CH3:45])=[C:42]2[C:43]#[N:44])[cH:29][cH:28][c:27]([C:25]#[N:26])[cH:32]1)(=[O:34])=[O:35].